This data is from the Open Reaction Database (ORD), a public repository of structured organic reaction records. The task is: describe an organic reaction: reactants, conditions, products, and yield The reactants are CO, CC(Cl)Cl, CN(C)CCOCc1cc(Br)ccc1F. Yields the product CNCCOCc1cc(Br)ccc1F. RXN SMILES: [CH3:16][OH:17].[Cl:18][CH:19]([Cl:20])[CH3:21].[F:1][c:2]1[c:3]([CH2:4][O:5][CH2:6][CH2:7][N:8]([CH3:9])[CH3:10])[cH:11][c:12]([Br:15])[cH:13][cH:14]1>>[F:1][c:2]1[c:3]([CH2:4][O:5][CH2:6][CH2:7][NH:8][CH3:9])[cH:11][c:12]([Br:15])[cH:13][cH:14]1. Reactants: CCOC(=O)C(=O)OCC, CC(C)(C)c1cc(O)c(C(C)(C)C)cc1O, C=C(C)C(=O)OCCO, Cc1ccc(S(=O)(=O)O)cc1. Product: C=C(C)C(=O)OCCOC(=O)C(=O)OCC. RXN SMILES: [C:10]([C:11](=[O:12])[O:13][CH2:14][CH3:15])(=[O:16])[O:17][CH2:18][CH3:19].[C:31]([c:32]1[cH:33][c:34]([OH:35])[c:36]([C:37]([CH3:38])([CH3:39])[CH3:40])[cH:41][c:42]1[OH:43])([CH3:44])([CH3:45])[CH3:46].[CH3:1][C:2](=[CH2:3])[C:4](=[O:5])[O:6][CH2:7][CH2:8][OH:9].[c:20]1([CH3:21])[cH:22][cH:23][c:24]([S:25]([OH:26])(=[O:27])=[O:28])[cH:29][cH:30]1>>[CH3:1][C:2](=[CH2:3])[C:4](=[O:5])[O:6][CH2:7][CH2:8][O:9][C:10]([C:11](=[O:12])[O:13][CH2:14][CH3:15])=[O:16]. Reactants: [N+](=O)([O-])C1=CC=C(C=C1)CCCC1=CC=C(N)C=C1 (4-[3-(4-nitrophenyl)propyl]aniline), BrC1=C(C(=O)O)C=CC=C1 (2-bromobenzoic acid), CC(=O)[O-].[K+] (KOAc). Reagents/catalysts: CC(=O)[O-].CC(=O)[O-].[Cu+2] (Cu(OAc)2). Solvent: CC(C)O (i-PrOH). Yields the product [N+](=O)([O-])C1=CC=C(C=C1)CCCC1=CC=C(C=C1)NC1=C(C(=O)O)C=CC=C1 (2-{4-[3-(4-Nitrophenyl)propyl]phenylamino}benzoic acid). Isolated yield 96.1%. Reaction SMILES: [N+:1]([C:4]1[CH:9]=[CH:8][C:7]([CH2:10][CH2:11][CH2:12][C:13]2[CH:19]=[CH:18][C:16]([NH2:17])=[CH:15][CH:14]=2)=[CH:6][CH:5]=1)([O-:3])=[O:2].Br[C:21]1[CH:29]=[CH:28][CH:27]=[CH:26][C:22]=1[C:23]([OH:25])=[O:24].CC([O-])=O.[K+]>CC(O)C.CC([O-])=O.CC([O-])=O.[Cu+2]>[N+:1]([C:4]1[CH:5]=[CH:6][C:7]([CH2:10][CH2:11][CH2:12][C:13]2[CH:14]=[CH:15][C:16]([NH:17][C:21]3[CH:29]=[CH:28][CH:27]=[CH:26][C:22]=3[C:23]([OH:25])=[O:24])=[CH:18][CH:19]=2)=[CH:8][CH:9]=1)([O-:3])=[O:2] |f:2.3,5.6.7|. Reported procedure: To a slurry of 4-[3-(4-nitrophenyl)propyl]aniline (4.08 g, 15.9 mmol) and 2-bromobenzoic acid (3.52 g, 17.5 mmol) in i-PrOH (100 mL) was added Cu(OAc)2 (87 mg, 0.478 mmol) and KOAc (3.44 g, 35.0 mmol) at room temperature. The resulting mixture was allowed to heat under reflux for 23 hours, then cooled to room temperature. After removing the solvent under reduced pressure, the residue was diluted with water (100 mL) and basified with aqueous 1.0 M-NaOH solution to pH 9.0. The aqueous layer was wa... Starting materials: C(C=1C(N)=CC=CC1)(=O)N (anthranilamide), CN(C1=CC=C(C2=CC=CC=C12)C=O)C (4-dimethylamino-naphthalene-1-carbaldehyde), COC1=C2C(NC(=NC2=CC(=C1)OC)C1=NC=CC=C1)=O (5,7-dimethoxy-2-(pyridin-2-yl)quinazolin-4(3H)-one). Yields the product CN(C1=CC=C(C2=CC=CC=C12)C1=NC2=CC=CC=C2C(N1)=O)C (2-(4-(Dimethylamino)naphthalen-1-yl)quinazolin-4(3H)-one). The yield is 69.0%. RXN SMILES: [C:1]([NH2:10])(=[O:9])[C:2]1[C:3](=[CH:5][CH:6]=[CH:7][CH:8]=1)[NH2:4].[CH3:11][N:12]([CH3:25])[C:13]1[C:22]2[C:17](=[CH:18][CH:19]=[CH:20][CH:21]=2)[C:16]([CH:23]=O)=[CH:15][CH:14]=1.COC1C=C(OC)C=C2C=1C(=O)NC(C1C=CC=CN=1)=N2>>[CH3:11][N:12]([CH3:25])[C:13]1[C:22]2[C:17](=[CH:18][CH:19]=[CH:20][CH:21]=2)[C:16]([C:23]2[NH:10][C:1](=[O:9])[C:2]3[C:3](=[CH:5][CH:6]=[CH:7][CH:8]=3)[N:4]=2)=[CH:15][CH:14]=1. Reported procedure: 2-(4-(Dimethylamino)naphthalen-1-yl)quinazolin-4(3H)-one was synthesized from anthranilamide and 4-dimethylamino-naphthalene-1-carbaldehyde, using the method described for 5,7-dimethoxy-2-(pyridin-2-yl)quinazolin-4(3H)-one. 2-(4-(Dimethylamino)naphthalen-1-yl)quinazolin-4(3H)-one (240 mg, 69%) was isolated as a pale yellow solid. Selected data: MS (m/z): 316.08; MP 224-226° C. Yields the product COc1ccc(N(C(=O)CN2C(=O)CC(=O)N(c3cccc(F)c3)c3ccccc32)C(C)C)cc1. Reactants: Fc1cccc(Br)c1, CC(=O)[O-], ClCCl, [K+], COc1ccc(N(C(=O)CN2C(=O)CC(=O)Nc3ccccc32)C(C)C)cc1, CN(C)C=O. Reaction SMILES: [Br:34][c:35]1[cH:36][c:37]([F:41])[cH:38][cH:39][cH:40]1.[CH3:30][C:31](=[O:32])[O-:33].[Cl:42][CH2:43][Cl:44].[K+:29].[O:1]=[C:2]1[CH2:3][C:4](=[O:28])[NH:5][c:6]2[c:7]([cH:24][cH:25][cH:26][cH:27]2)[N:8]1[CH2:9][C:10](=[O:11])[N:12]([c:13]1[cH:14][cH:15][c:16]([O:19][CH3:20])[cH:17][cH:18]1)[CH:21]([CH3:22])[CH3:23].[O:45]=[CH:46][N:47]([CH3:48])[CH3:49]>>[O:1]=[C:2]1[CH2:3][C:4](=[O:28])[N:5]([c:35]2[cH:36][c:37]([F:41])[cH:38][cH:39][cH:40]2)[c:6]2[c:7]([cH:24][cH:25][cH:26][cH:27]2)[N:8]1[CH2:9][C:10](=[O:11])[N:12]([c:13]1[cH:14][cH:15][c:16]([O:19][CH3:20])[cH:17][cH:18]1)[CH:21]([CH3:22])[CH3:23]. Reactants: [Li]CCCC, c1cc2cc3c(cc2[nH]1)OCO3, ClCCl, CCOCC, [Cl-], C1CCOC1, O, O=S(=O)(Cl)c1ccccc1. The product is O=S(=O)(c1ccccc1)n1ccc2cc3c(cc21)OCO3. As a reaction SMILES: [CH2:13]([Li:14])[CH2:15][CH2:16][CH3:17].[CH2:1]1[O:2][c:3]2[cH:4][c:5]3[cH:6][cH:7][nH:8][c:9]3[cH:10][c:11]2[O:12]1.[CH2:34]([Cl:35])[Cl:36].[CH3:29][CH2:30][O:31][CH2:32][CH3:33].[Cl-:28].[O:38]1[CH2:39][CH2:40][CH2:41][CH2:42]1.[OH2:37].[c:18]1([S:24](=[O:25])(=[O:26])[Cl:27])[cH:19][cH:20][cH:21][cH:22][cH:23]1>>[CH2:1]1[O:2][c:3]2[cH:4][c:5]3[cH:6][cH:7][n:8]([S:24]([c:18]4[cH:19][cH:20][cH:21][cH:22][cH:23]4)(=[O:25])=[O:26])[c:9]3[cH:10][c:11]2[O:12]1. Reactants: C, Cc1c(-c2ccccc2)c(N2CCC(N(C)C)C2)c2oc(-c3ccccc3[N+](=O)[O-])nc2c1C#N, CCOC(C)=O, [H][H], [Pd]. Product: Cc1c(-c2ccccc2)c(N2CCC(N(C)C)C2)c2oc(-c3ccccc3N)nc2c1C#N. RXN SMILES: [C:38].[CH3:1][c:2]1[c:3](-[c:30]2[cH:31][cH:32][cH:33][cH:34][cH:35]2)[c:4]([N:22]2[CH2:23][CH:24]([N:27]([CH3:28])[CH3:29])[CH2:25][CH2:26]2)[c:5]2[c:6]([n:7][c:8](-[c:10]3[c:11]([N+:16]([O-:17])=[O:18])[cH:12][cH:13][cH:14][cH:15]3)[o:9]2)[c:19]1[C:20]#[N:21].[CH3:40][CH2:41][O:42][C:43](=[O:44])[CH3:45].[H:36][H:37].[Pd:39]>>[CH3:1][c:2]1[c:3](-[c:30]2[cH:31][cH:32][cH:33][cH:34][cH:35]2)[c:4]([N:22]2[CH2:23][CH:24]([N:27]([CH3:28])[CH3:29])[CH2:25][CH2:26]2)[c:5]2[c:6]([n:7][c:8](-[c:10]3[c:11]([NH2:16])[cH:12][cH:13][cH:14][cH:15]3)[o:9]2)[c:19]1[C:20]#[N:21]. Reactants: ice water, OC1=CC(=C2C(NS(=O)(=O)C2=C1)=O)C(C)C (6-hydroxy-4-isopropylsaccharin), C1(=CC=CC=C1)SCCl (chloromethyl phenyl sulfide), C(=O)([O-])[O-].[Cs+].[Cs+] (Cs2CO3). Solvent: CO (methanol). Conditions: time 3.5 hour. The product is C(C)(C)C1=C2C(N(S(=O)(=O)C2=CC(=C1C)O)SC1=CC=CC=C1)=O (4-isopropyl-6-hydroxy-2-phenylthio-methylsaccharin). Isolated yield 119.1%. Reaction SMILES: [OH:1][C:2]1[CH:12]=[C:11]2[C:5]([C:6](=[O:13])[NH:7][S:8]2(=[O:10])=[O:9])=[C:4]([CH:14]([CH3:16])[CH3:15])[CH:3]=1.[C:17]([O-])([O-])=O.[Cs+].[Cs+].[C:23]1([S:29]CCl)[CH:28]=[CH:27][CH:26]=[CH:25][CH:24]=1>CO>[CH:14]([C:4]1[C:3]([CH3:17])=[C:2]([OH:1])[CH:12]=[C:11]2[C:5]=1[C:6](=[O:13])[N:7]([S:29][C:23]1[CH:28]=[CH:27][CH:26]=[CH:25][CH:24]=1)[S:8]2(=[O:10])=[O:9])([CH3:16])[CH3:15] |f:1.2.3|. Reported procedure: Five grams (0.0207 mol) of 6-hydroxy-4-isopropylsaccharin was dissolved in 150 ml of methanol and 3.4 g (0.0104 mol) of Cs2CO3 was added. The mixture was stirred for 3-4 hr at RT. The excess methanol was removed under reduced pressure and the residue was dried for 2 hr under high vacuum. The residue was then dissolved in 110 mL of DMF and 0.32 g (0.0209 mol) of chloromethyl phenyl sulfide was added. The stirred mixture was heated at 70°-75° for 12 hr, cooled, treated with ice water and extracted... Reactants: C1CCOC1, CO, CCOC(=O)C(CC1CC1)c1cc(Cl)c(OCC2CC2)c(-c2ccc(C(F)(F)F)cc2)c1, [Li+], [OH-], O, O. The product is O=C(O)C(CC1CC1)c1cc(Cl)c(OCC2CC2)c(-c2ccc(C(F)(F)F)cc2)c1. Reaction SMILES: [CH2:38]1[O:39][CH2:40][CH2:41][CH2:42]1.[CH3:36][OH:37].[Cl:1][c:2]1[cH:3][c:4]([CH:23]([C:24](=[O:25])[O:26][CH2:27][CH3:28])[CH2:29][CH:30]2[CH2:31][CH2:32]2)[cH:5][c:6](-[c:13]2[cH:14][cH:15][c:16]([C:19]([F:20])([F:21])[F:22])[cH:17][cH:18]2)[c:7]1[O:8][CH2:9][CH:10]1[CH2:11][CH2:12]1.[Li+:35].[OH-:34].[OH2:33].[OH2:43]>>[Cl:1][c:2]1[cH:3][c:4]([CH:23]([C:24](=[O:25])[OH:26])[CH2:29][CH:30]2[CH2:31][CH2:32]2)[cH:5][c:6](-[c:13]2[cH:14][cH:15][c:16]([C:19]([F:20])([F:21])[F:22])[cH:17][cH:18]2)[c:7]1[O:8][CH2:9][CH:10]1[CH2:11][CH2:12]1.